From a dataset of the Open Reaction Database (ORD), a public repository of structured organic reaction records. describe an organic reaction: reactants, conditions, products, and yield The reactants are C([O-])([O-])=O.[K+].[K+] (potassium carbonate), CC1(OB(OC1(C)C)C1=CC(=NC=C1)COC(C)=O)C (acetic acid 4-(4,4,5,5-tetramethyl-[1,3,2]dioxaborolan-2-yl)pyridin-2-ylmethyl ester), BrC1=CN=C(C=2N1N=CN2)NC2=CC=C(C=C2)N2CCN(CC2)C(C)C ((5-bromo-[1,2,4]triazolo[1,5-a]pyrazin-8-yl)-[4-(4-isopropyl-piperazin-1-yl)phenyl]amine). Reagents/catalysts: C1=CC=C(C=C1)P([C-]2C=CC=C2)C3=CC=CC=C3.C1=CC=C(C=C1)P([C-]2C=CC=C2)C3=CC=CC=C3.Cl[Pd]Cl.[Fe+2] (Pd(dppf)Cl2). Run in O1CCOCC1.O (dioxane water). Yields the product C(C)(C)N1CCN(CC1)C1=CC=C(C=C1)NC=1C=2N(C(=CN1)C1=CC(=NC=C1)COC(C)=O)N=CN2 (Acetic acid 4-{8-[4-(4-isopropyl-piperazin-1-yl)-phenylamino]-[1,2,4]triazolo[1,5-a]pyrazin-5-yl}-pyridin-2-ylmethyl ester). As a reaction SMILES: Br[C:2]1[N:7]2[N:8]=[CH:9][N:10]=[C:6]2[C:5]([NH:11][C:12]2[CH:17]=[CH:16][C:15]([N:18]3[CH2:23][CH2:22][N:21]([CH:24]([CH3:26])[CH3:25])[CH2:20][CH2:19]3)=[CH:14][CH:13]=2)=[N:4][CH:3]=1.C(=O)([O-])[O-].[K+].[K+].CC1(C)C(C)(C)OB([C:41]2[CH:46]=[CH:45][N:44]=[C:43]([CH2:47][O:48][C:49](=[O:51])[CH3:50])[CH:42]=2)O1>C1C=CC(P(C2C=CC=CC=2)[C-]2C=CC=C2)=CC=1.C1C=CC(P(C2C=CC=CC=2)[C-]2C=CC=C2)=CC=1.Cl[Pd]Cl.[Fe+2].O1CCOCC1.O>[CH:24]([N:21]1[CH2:22][CH2:23][N:18]([C:15]2[CH:16]=[CH:17][C:12]([NH:11][C:5]3[C:6]4[N:7]([N:8]=[CH:9][N:10]=4)[C:2]([C:41]4[CH:46]=[CH:45][N:44]=[C:43]([CH2:47][O:48][C:49](=[O:51])[CH3:50])[CH:42]=4)=[CH:3][N:4]=3)=[CH:13][CH:14]=2)[CH2:19][CH2:20]1)([CH3:26])[CH3:25] |f:1.2.3,5.6.7.8,9.10|. Procedure details: A suspension of (5-bromo-[1,2,4]triazolo[1,5-a]pyrazin-8-yl)-[4-(4-isopropyl-piperazin-1-yl)phenyl]amine (300 mg, 0.723 mmol) and Pd(dppf)Cl2 (59 mg, 10 mol %) in 4/1 dioxane/water (5 mL) is stirred at rt and potassium carbonate (200 mg, 1.45 mmol, 2.0 equiv.) and acetic acid 4-(4,4,5,5-tetramethyl-[1,3,2]dioxaborolan-2-yl)pyridin-2-ylmethyl ester (300 mg, 1.08 mmol, 1.5 equiv.) are added. The resulting mixture is heated at 85° C. overnight. The resulting solution is partitioned between dichloro...